This data is from the Open Reaction Database (ORD), a public repository of structured organic reaction records. The task is: describe an organic reaction: reactants, conditions, products, and yield The reactants are S(=O)(Cl)Cl (thionyl chloride), BrC(=CC=1C=C(C=CC1Cl)N1C(N(C(=CC1=O)C(F)(F)F)C)=O)C(=O)O (3-[3-(2-bromo-2-carboxyethenyl)-4-chlorophenyl]-2,4-dioxo-1-methyl-6-trifluoromethyl-1,2,3,4-tetrahydropyrimidine), CN(C=O)C (dimethylformamide). Run in C1(=CC=CC=C1)C (toluene). Product: BrC(=CC=1C=C(C=CC1Cl)N1C(N(C(=CC1=O)C(F)(F)F)C)=O)C(=O)Cl (3-[3-(2-Bromo-2-chlorocarbonylethenyl)-4-chlorophenyl]-2,4-dioxo-1-methyl-6-trifluoromethyl-1,2,3,4-tetrahydropyrimidine). Reaction SMILES: S(Cl)([Cl:3])=O.[Br:5][C:6]([C:28]([OH:30])=O)=[CH:7][C:8]1[CH:9]=[C:10]([N:15]2[C:20](=[O:21])[CH:19]=[C:18]([C:22]([F:25])([F:24])[F:23])[N:17]([CH3:26])[C:16]2=[O:27])[CH:11]=[CH:12][C:13]=1[Cl:14].CN(C)C=O>C1(C)C=CC=CC=1>[Br:5][C:6]([C:28]([Cl:3])=[O:30])=[CH:7][C:8]1[CH:9]=[C:10]([N:15]2[C:20](=[O:21])[CH:19]=[C:18]([C:22]([F:25])([F:23])[F:24])[N:17]([CH3:26])[C:16]2=[O:27])[CH:11]=[CH:12][C:13]=1[Cl:14]. Procedure details: 1.6 g of thionyl chloride were added to a solution of 4.5 g of 3-[3-(2-bromo-2-carboxyethenyl)-4-chlorophenyl]-2,4-dioxo-1-methyl-6-trifluoromethyl-1,2,3,4-tetrahydropyrimidine and 0.1 ml of dimethylformamide in 100 ml of toluene. The reaction mixture was heated slowly to the reflux temperature, stirred under reflux for 5 hours and evaporated down, and the residue was dried under greatly reduced pressure.